Dataset: the Open Reaction Database (ORD), a public repository of structured organic reaction records. Task: describe an organic reaction: reactants, conditions, products, and yield Starting materials: C(C)OP(=O)(OCC)C1=CSC=C1 (3-(diethoxyphosphoryl)thiophene), IN1C(CCC1=O)=O (N-iodosuccinimide), P(=O)(O)([O-])[O-].[Na+].[Na+].P(=O)(O)(O)[O-].[Na+] (disodium hydrogen phosphate sodium dihydrogen phosphate). Run in mixed solvent, C(Cl)(Cl)Cl (chloroform), C(C)(=O)O (acetic acid). Conditions: time 4 day. The product is IC1=CC(=CS1)P(=O)(OCC)OCC (5-iodo-3-(diethoxyphosphoryl)thiophene). Isolated yield 73.0%. RXN SMILES: [CH2:1]([O:3][P:4]([C:9]1[CH:13]=[CH:12][S:11][CH:10]=1)([O:6][CH2:7][CH3:8])=[O:5])[CH3:2].[I:14]N1C(=O)CCC1=O.P([O-])([O-])(O)=O.[Na+].[Na+].P([O-])(O)(O)=O.[Na+]>C(Cl)(Cl)Cl.C(O)(=O)C>[I:14][C:12]1[S:11][CH:10]=[C:9]([P:4]([O:6][CH2:7][CH3:8])([O:3][CH2:1][CH3:2])=[O:5])[CH:13]=1 |f:2.3.4.5.6|. Procedure details: In 5 ml of a mixed solvent of chloroform:acetic acid=1:1, 0.1101 g (0.5 mmols) of 3-(diethoxyphosphoryl)thiophene was dissolved, to which 0.2362 g (1.05 mmols) of commercially available N-iodosuccinimide was added at room temperature. Thereafter, the reaction mixture was stirred at room temperature for 4 days. After the reaction, a disodium hydrogen phosphate/sodium dihydrogen phosphate buffer solution, adjusted to pH=7, was added, followed by extraction with chloroform. The organic phase was wa... The reactants are FC1=C(C=C(C=C1)F)C1C(CCCC1)=O (2-(2,5-Difluoro-phenyl)-cyclohexanone), BrBr (bromine). Solvent: C(Cl)(Cl)Cl (chloroform), C(Cl)(Cl)Cl (chloroform). Yields the product BrC1CCCC(C1=O)C1=C(C=CC(=C1)F)F (6-Bromo-2-(2,5-difluoro-phenyl)-cyclohexanone). Isolated yield 105.2%. As a reaction SMILES: [F:1][C:2]1[CH:7]=[CH:6][C:5]([F:8])=[CH:4][C:3]=1[CH:9]1[CH2:14][CH2:13][CH2:12][CH2:11][C:10]1=[O:15].[Br:16]Br>C(Cl)(Cl)Cl>[Br:16][CH:11]1[C:10](=[O:15])[CH:9]([C:3]2[CH:4]=[C:5]([F:8])[CH:6]=[CH:7][C:2]=2[F:1])[CH2:14][CH2:13][CH2:12]1. Reported procedure: 2-(2,5-Difluoro-phenyl)-cyclohexanone (51 mg, 0.24 mmol) was dissolved in chloroform (1 mL). To this solution bromine (40.7 mg, 0.26 mmol) in chloroform (0.5 mL) was added drop wise at room temperature. The reaction was stirred for 1½ hours at room temperature. The solvent was removed under reduced pressure to yield the cude title compound (73 mg) which was used directly in the next step without further purification.